This data is from the Open Reaction Database (ORD), a public repository of structured organic reaction records. The task is: describe an organic reaction: reactants, conditions, products, and yield Reactants: BrC=1C=C2C(C(=O)OC2=O)=CC1 (4-bromophthalic anhydride), CN (methylamine), CCO (EtOH). The reagents and catalysts are CN(C)C=1C=CN=CC1 (DMAP). Run in C1(=CC=CC=C1)C (toluene). Reaction conditions: time 1 hour. Yields the product CN1C(C=2C(C1=O)=C(C=CC2)Br)=O (N-methyl-3-bromophthalimide). As a reaction SMILES: [Br:1][C:2]1C=[C:4]2[C:9](=[O:10])OC(=O)[C:5]2=[CH:11][CH:12]=1.[CH3:13][NH2:14].[CH3:15][CH2:16][OH:17]>C1(C)C=CC=CC=1.CN(C1C=CN=CC=1)C>[CH3:13][N:14]1[C:16](=[O:17])[C:15]2=[C:2]([Br:1])[CH:12]=[CH:11][CH:5]=[C:4]2[C:9]1=[O:10]. Procedure details: A solution of 4-bromophthalic anhydride (2.0 g) in toluene (20 mL) was treated with 33% methylamine in EtOH (1.65 mL) and a crystal of DMAP. After stirring for 1 h at ambient temperature, the mixture was heated to reflux under a dean-stark trap during 14 h. The reaction mixture was cooled to −20° C., and the resulting white crystals collected and washed with hexanes to give N-methyl-3-bromophthalimide (1.32 g) m.p. 149-151. Concentration of the mother liquor and recrystalization from benzene (3 ... Starting materials: C(C1=CC=CC=C1)OC1=C(C(=O)OC)C=C(C=C1)C=O (methyl 2-benzyloxy-5-formylbenzoate), C(CCC)[Li] (n-butyl lithium), O (water). The reagents and catalysts are [Br-].C[P+](C1=CC=CC=C1)(C1=CC=CC=C1)C1=CC=CC=C1 (methyltriphenylphosphonium bromide). Solvent: O1CCCC1 (tetrahydrofuran), CCCCCC (hexane), O1CCCC1 (tetrahydrofuran). Reaction conditions: temperature -70 celsius, time 1 hour. Yields the product C(C1=CC=CC=C1)OC1=C(C(=O)OC)C=C(C=C1)C=C (methyl 2-benzyloxy-5-vinylbenzoate). Reaction SMILES: [CH2:1]([Li])CCC.[CH2:6]([O:13][C:14]1[CH:23]=[CH:22][C:21]([CH:24]=O)=[CH:20][C:15]=1[C:16]([O:18][CH3:19])=[O:17])[C:7]1[CH:12]=[CH:11][CH:10]=[CH:9][CH:8]=1.O>[Br-].C[P+](C1C=CC=CC=1)(C1C=CC=CC=1)C1C=CC=CC=1.O1CCCC1.CCCCCC>[CH2:6]([O:13][C:14]1[CH:23]=[CH:22][C:21]([CH:24]=[CH2:1])=[CH:20][C:15]=1[C:16]([O:18][CH3:19])=[O:17])[C:7]1[CH:8]=[CH:9][CH:10]=[CH:11][CH:12]=1 |f:3.4|. Procedure details: To a stirred suspension of methyltriphenylphosphonium bromide (4.1 g) in tetrahydrofuran (40 ml) was added 1.56M n-butyl lithium solution in hexane (7.2 ml) at room temperature, and the mixture was stirred for 1 hour. After the reaction mixture was cooled to −70° C., a solution of methyl 2-benzyloxy-5-formylbenzoate (2.82 g) in tetrahydrofuran (40 ml) was added, and the resulting mixture was stirred for 15 hours with gradually warming up to room temperature. To the reaction mixture was added wat... The reactants are C#Cc1cccc(OCc2ccc(N(C)C)cc2)c1, CN([SiH](C)C)[Si](C)(C)C, CON(C)C(=O)c1ccccc1, [Li], C1CCOC1. Product: CN(C)c1ccc(COc2cccc(C#CC(=O)c3ccccc3)c2)cc1. RXN SMILES: [CH3:11][N:12]([c:13]1[cH:14][cH:15][c:16]([CH2:17][O:18][c:19]2[cH:20][c:21]([C:25]#[CH:26])[cH:22][cH:23][cH:24]2)[cH:27][cH:28]1)[CH3:29].[CH3:1][SiH:2]([CH3:3])[N:4]([CH3:5])[Si:6]([CH3:7])([CH3:8])[CH3:9].[CH3:30][O:31][N:32]([CH3:33])[C:34](=[O:35])[c:36]1[cH:37][cH:38][cH:39][cH:40][cH:41]1.[Li:10].[O:42]1[CH2:43][CH2:44][CH2:45][CH2:46]1>>[CH3:11][N:12]([c:13]1[cH:14][cH:15][c:16]([CH2:17][O:18][c:19]2[cH:20][c:21]([C:25]#[C:26][C:34](=[O:35])[c:36]3[cH:37][cH:38][cH:39][cH:40][cH:41]3)[cH:22][cH:23][cH:24]2)[cH:27][cH:28]1)[CH3:29]. RXN SMILES: [CH3:1][O:2][C:3](=[O:22])[C:4]1[CH:9]=[CH:8][CH:7]=[C:6]([S:10][C:11]2[C:19]3[C:14](=[CH:15][C:16]([Cl:20])=[CH:17][CH:18]=3)[NH:13][C:12]=2[CH3:21])[CH:5]=1.Br[C:24]1[CH:25]=[N:26][CH:27]=[N:28][CH:29]=1>>[CH3:1][O:2][C:3](=[O:22])[C:4]1[CH:9]=[CH:8][CH:7]=[C:6]([S:10][C:11]2[C:19]3[C:14](=[CH:15][C:16]([Cl:20])=[CH:17][CH:18]=3)[N:13]([C:24]3[CH:25]=[N:26][CH:27]=[N:28][CH:29]=3)[C:12]=2[CH3:21])[CH:5]=1. The product is COC(C1=CC(=CC=C1)SC1=C(N(C2=CC(=CC=C12)Cl)C=1C=NC=NC1)C)=O (3-(6-Chloro-2-methyl-1-pyrimidin-5-yl-1H-indol-3-ylsulfanyl)-benzoic acid methyl ester). Starting materials: COC(C1=CC(=CC=C1)SC1=C(NC2=CC(=CC=C12)Cl)C)=O (3-(6-chloro-2-methyl-1H-indol-3-ylsulfanyl)-benzoic acid methyl ester), BrC=1C=NC=NC1 (5-bromopyrimidine). Procedure: Prepared according to the procedure described in Example 27, Step 1, using the following starting materials: 3-(6-chloro-2-methyl-1H-indol-3-ylsulfanyl)-benzoic acid methyl ester and 5-bromopyrimidine. The reactants are C1CCOC1, Cc1ccc(S(=O)(=O)OCCOc2ccc3c(c2)c(S(=O)(=O)c2cccc4ccccc24)nn3C)cc1, CC(C)N. Product: CC(C)NCCOc1ccc2c(c1)c(S(=O)(=O)c1cccc3ccccc13)nn2C. As a reaction SMILES: [CH2:42]1[O:43][CH2:44][CH2:45][CH2:46]1.[CH3:1][n:2]1[n:3][c:4]([S:25](=[O:26])(=[O:27])[c:28]2[cH:29][cH:30][cH:31][c:32]3[cH:33][cH:34][cH:35][cH:36][c:37]23)[c:5]2[cH:6][c:7]([O:11][CH2:12][CH2:13][O:14][S:15]([c:16]3[cH:17][cH:18][c:19]([CH3:20])[cH:21][cH:22]3)(=[O:23])=[O:24])[cH:8][cH:9][c:10]12.[CH3:38][CH:39]([CH3:40])[NH2:41]>>[CH3:1][n:2]1[n:3][c:4]([S:25](=[O:26])(=[O:27])[c:28]2[cH:29][cH:30][cH:31][c:32]3[cH:33][cH:34][cH:35][cH:36][c:37]23)[c:5]2[cH:6][c:7]([O:11][CH2:12][CH2:13][NH:41][CH:39]([CH3:38])[CH3:40])[cH:8][cH:9][c:10]12. Reactants: NC1=CC(=C(C#N)C=C1)Cl (4-amino-2-chlorobenzonitrile), CC=1C=C(C=CC1[N+](=O)[O-])NC(=O)C1(OC1)C (2-methyloxirane-2-carboxylic acid (3-methyl-4-nitrophenyl)amide). The product is ClC=1C=C(C=CC1C#N)NCC(C(=O)NC1=CC(=C(C=C1)[N+](=O)[O-])C)(C)O (3-(3-Chloro-4-cyanophenylamino)-2-hydroxy-2-methyl-N-(3-methyl-4-nitrophenyl)propionamide). RXN SMILES: [NH2:1][C:2]1[CH:9]=[CH:8][C:5]([C:6]#[N:7])=[C:4]([Cl:10])[CH:3]=1.[CH3:11][C:12]1[CH:13]=[C:14]([NH:21][C:22]([C:24]2([CH3:27])[CH2:26][O:25]2)=[O:23])[CH:15]=[CH:16][C:17]=1[N+:18]([O-:20])=[O:19]>>[Cl:10][C:4]1[CH:3]=[C:2]([NH:1][CH2:27][C:24]([OH:25])([CH3:26])[C:22]([NH:21][C:14]2[CH:15]=[CH:16][C:17]([N+:18]([O-:20])=[O:19])=[C:12]([CH3:11])[CH:13]=2)=[O:23])[CH:9]=[CH:8][C:5]=1[C:6]#[N:7]. Reported procedure: 3-(3-Chloro-4-cyanophenylamino)-2-hydroxy-2-methyl-N-(3-methyl-4-nitrophenyl)propionamide was prepared as described in Example 52 starting from 4-amino-2-chlorobenzonitrile and 2-methyloxirane-2-carboxylic acid (3-methyl-4-nitrophenyl)amide. The crude product was purified by flash chromatography (dichloromethane-3% methanol). 1H NMR (400 MHz, DMSO-d6): 1.40 (3H, s), 2.52 (3H, s), 3.27 (1H, dd, J=13.8 Hz, J=5.5 Hz), 3.55 (1H, dd, J=13.8 Hz, J=6.9 Hz), 6.12 (1H, s), 6.72 (1H, dd, J=8.8 Hz, J=2.2 H...